From a dataset of the Open Reaction Database (ORD), a public repository of structured organic reaction records. describe an organic reaction: reactants, conditions, products, and yield The reactants are C1C(CCC2=CC=CC=C12)O (2-tetralinol), CS(=O)(=O)Cl (Methylsulphonyl chloride). Solvent: N1=CC=CC=C1 (pyridine). Conditions: time 0.5 hour. The product is CS(=O)(=O)OC1CC2=CC=CC=C2CC1 (2-methylsulphonyloxytetralin). Yield: 54.8%. Reaction SMILES: [CH2:1]1[C:10]2[C:5](=[CH:6][CH:7]=[CH:8][CH:9]=2)[CH2:4][CH2:3][CH:2]1[OH:11].[CH3:12][S:13](Cl)(=[O:15])=[O:14]>N1C=CC=CC=1>[CH3:12][S:13]([O:11][CH:2]1[CH2:3][CH2:4][C:5]2[C:10](=[CH:9][CH:8]=[CH:7][CH:6]=2)[CH2:1]1)(=[O:15])=[O:14]. Procedure: 2-tetralinol (0.86 g) in pyridine (5 ml) was stirred with cooling to 0°. Methylsulphonyl chloride (0.8 g) was added dropwise while maintaining the temperature at 0°. The mixture was then allowed to warm to room temperature and was stirred for 0.5 hour. The mixture was then poured on to ice and immediately a white precipitate formed; the mixture was allowed to stand overnight. The precipitate was then filtered off, washed with water and air-dried to give 2-methylsulphonyloxytetralin (0.72 g), m.p... The reactants are BrC1=C(C=O)C=CC=C1 (2-bromobenzaldehyde), C#CCCCCCCCCCCC (1-tridecyne). Reagents/catalysts: C(C)(=O)[O-].[Pd+2].C(C)(=O)[O-] (Palladium acetate), C1(=CC=CC=C1)P(C1=CC=CC=C1)C1=CC=CC=C1 (triphenylphosphine). Solvent: C(C)N(CC)CC (triethylamine). Conditions: temperature 105 celsius, time 8 hour. Yields the product C(#CCCCCCCCCCCC)C1=C(C=O)C=CC=C1 (2-(1-Tridecynyl)benzaldehyde). Yield: 62.6%. Reaction SMILES: Br[C:2]1[CH:9]=[CH:8][CH:7]=[CH:6][C:3]=1[CH:4]=[O:5].[CH:10]#[C:11][CH2:12][CH2:13][CH2:14][CH2:15][CH2:16][CH2:17][CH2:18][CH2:19][CH2:20][CH2:21][CH3:22]>C(N(CC)CC)C.C([O-])(=O)C.[Pd+2].C([O-])(=O)C.C1(P(C2C=CC=CC=2)C2C=CC=CC=2)C=CC=CC=1>[C:10]([C:2]1[CH:9]=[CH:8][CH:7]=[CH:6][C:3]=1[CH:4]=[O:5])#[C:11][CH2:12][CH2:13][CH2:14][CH2:15][CH2:16][CH2:17][CH2:18][CH2:19][CH2:20][CH2:21][CH3:22] |f:3.4.5|. Reported procedure: Palladium acetate (96 mg) was added to a deaerated mixture of 2-bromobenzaldehyde (7.40 g, 40 mmol), 1-tridecyne (12.2 g, 68 mmol) and triphenylphosphine (320 mg) in dry triethylamine (160 ml) and the mixture was stirred at 105° C. under a nitrogen atmosphere overnight. After cooling, the precipitated triethylamine hydrobromide was filtered off and the filtrate was evaporated to a crude red oil. Chromatography on silica gel eluting with dichloromethane:petroleum ether [bp 60°-80° C.](1:1) afford... Reactants: OC1=C(C(=O)OC)C=CC(=C1)O (methyl 2,4-dihydroxybenzoate), BrCCF (1-bromo-2-fluoroethane), C([O-])([O-])=O.[K+].[K+] (potassium carbonate), [I-].[K+] (potassium iodide). The solvent is CN(C)C=O (DMF), O (water). Run at temperature 57.5 celsius. The product is FCCOC1=CC(=C(C(=O)OC)C=C1)O (Methyl 4-(2-Fluoroethoxy)-2-hydroxybenzoate). Reaction SMILES: [OH:1][C:2]1[CH:11]=[C:10]([OH:12])[CH:9]=[CH:8][C:3]=1[C:4]([O:6][CH3:7])=[O:5].Br[CH2:14][CH2:15][F:16].C(=O)([O-])[O-].[K+].[K+].[I-].[K+]>CN(C=O)C.O>[F:16][CH2:15][CH2:14][O:12][C:10]1[CH:9]=[CH:8][C:3]([C:4]([O:6][CH3:7])=[O:5])=[C:2]([OH:1])[CH:11]=1 |f:2.3.4,5.6|. Procedure: A mixture of methyl 2,4-dihydroxybenzoate (5.04 g, 30 mmol), 1-bromo-2-fluoroethane (4.18 g, 2.46 mL, 33 mmol), potassium carbonate (4.55 g, 33 mmol) and potassium iodide (1 g) in DMF (20 mL) was heated overnight at 55-60° C. before it was poured into water (150 mL). The resulting white precipitate was filtered, redissolved in dichloromethane, dried (MgSO4), concentrated and diluted with hexane to afford the ether in two crops (1.30 g and 2.19 g). The first crop was characterized: Reactants: amide, C1(=CC=CC=C1)C(C[C@H]1CNCCC1)=O ((S)-[1-Phenyl-2-piperidin-3-yl-ethanone]), ClC1=CC=C(C=C1)C1(CCC1)C(=O)O (1-(4-Chloro-phenyl)-cyclobutanecarboxylic acid), [H-].[Al+3].[Li+].[H-].[H-].[H-] (lithium aluminum hydride), amide, BrOP, C(C)(C)N(CC)C(C)C (diisopropylethylamine), amide. Run in CCOC(=O)C.CCCCCC (EtOAc hexane), O (water), CCOCC (ether), C1CCOC1 (THF), C(Cl)Cl (methylene chloride). Reaction conditions: temperature 0 celsius, time 8 hour. The product is ClC1=CC=C(C=C1)C1(CCC1)CN1CC(CCC1)C[C@H](O)C1=CC=CC=C1 ((S)-[2-{1-[1-(4-Chloro-phenyl)-cyclobutylmethyl]-piperidin-3-yl}-1-phenyl-ethanol]). The yield is 76.3%. Reaction SMILES: [C:1]1([C:7](=[O:15])[CH2:8][C@@H:9]2[CH2:14][CH2:13][CH2:12][NH:11][CH2:10]2)[CH:6]=[CH:5][CH:4]=[CH:3][CH:2]=1.[Cl:16][C:17]1[CH:22]=[CH:21][C:20]([C:23]2([C:27](O)=O)[CH2:26][CH2:25][CH2:24]2)=[CH:19][CH:18]=1.C(N(C(C)C)CC)(C)C.[H-].[Al+3].[Li+].[H-].[H-].[H-]>C(Cl)Cl.O.CCOCC.C1COCC1.CCOC(C)=O.CCCCCC>[Cl:16][C:17]1[CH:22]=[CH:21][C:20]([C:23]2([CH2:27][N:11]3[CH2:12][CH2:13][CH2:14][CH:9]([CH2:8][C@@H:7]([C:1]4[CH:2]=[CH:3][CH:4]=[CH:5][CH:6]=4)[OH:15])[CH2:10]3)[CH2:26][CH2:25][CH2:24]2)=[CH:19][CH:18]=1 |f:3.4.5.6.7.8,13.14|. Procedure: (S)-[1-Phenyl-2-piperidin-3-yl-ethanone] (142 mg, 0.70 mmol) and 1-(4-Chloro-phenyl)-cyclobutanecarboxylic acid (148 mg, 0.70 mmol) were dissolved in 5 mL of methylene chloride and treated with the amide coupling agent BrOP (1.05 mmol), and diisopropylethylamine (2.1 mmol). The mixture was kept at room temperature overnight, diluted with 20 mL of water, and 50 mL of ether. Extractive workup gave, after concentration of the organic layers in vacuo and chromatography on silica gel using a EtOAc-he... Reactants: [H-].[K+] (potassium hydride), Cl (hydrochloric acid), N1=C(C=CC=C1)C=1C(=C2N(N1)CCC2)C2=C1C(=NC=C2)NC=C1 (4-[2-(pyridin-2-yl)-5,6-dihydro-4H-pyrrolo[1,2-b]pyrazol-3-yl]-1H-pyrrolo[2,3-b]pyridine), IC (iodomethane). Run in CCCCCC (n-hexane), CN(C=O)C (N,N-dimethylformamide), C(C)OCC (diethyl ether). Product: CN1C=CC=2C1=NC=CC2C2=C1N(N=C2C2=NC=CC=C2)CCC1 (1-Methyl-4-[2-(pyridin-2-yl)-5,6-dihydro-4H-pyrrolo[1,2-b]pyrazol-3-yl]-1H-pyrrolo[2,3-b]pyridine). Yield: 79.3%. Reaction SMILES: [N:1]1[CH:6]=[CH:5][CH:4]=[CH:3][C:2]=1[C:7]1[C:8]([C:15]2[CH:20]=[CH:19][N:18]=[C:17]3[NH:21][CH:22]=[CH:23][C:16]=23)=[C:9]2[CH2:14][CH2:13][CH2:12][N:10]2[N:11]=1.[H-].[K+].I[CH3:27].Cl>CN(C)C=O.C(OCC)C.CCCCCC>[CH3:27][N:21]1[C:17]2=[N:18][CH:19]=[CH:20][C:15]([C:8]3[C:7]([C:2]4[CH:3]=[CH:4][CH:5]=[CH:6][N:1]=4)=[N:11][N:10]4[CH2:12][CH2:13][CH2:14][C:9]=34)=[C:16]2[CH:23]=[CH:22]1 |f:1.2|. Procedure details: Dissolve 4-[2-(pyridin-2-yl)-5,6-dihydro-4H-pyrrolo[1,2-b]pyrazol-3-yl]-1H-pyrrolo[2,3-b]pyridine (Example 1; 0.150 g, 0.50 mmol) in N,N-dimethylformamide (10 ml). Add n-hexane (2 mL) and cool to 0° C. Add potassium hydride (35% suspension in mineral oil, 0.12 g, 1.0 mmol) and stir under nitrogen at 0° C. for 5 min. Add iodomethane (0.18 g, 1.3 mmol) and stir at 0° C. for 15 min. Dilute the reaction mixture by adding 1.0M aqueous hydrochloric acid (10 mL) and with excess diethyl ether. Extract t... Reactants: CC(=O)O, ClCCl, O=C(O)C(=NO)c1csc(NC(c2ccccc2)(c2ccccc2)c2ccccc2)n1, [N-]=[N+]=C(c1ccccc1)c1ccccc1. The product is O=C(OC(c1ccccc1)c1ccccc1)C(=NO)c1csc(NC(c2ccccc2)(c2ccccc2)c2ccccc2)n1. As a reaction SMILES: [CH3:47][C:48](=[O:49])[OH:50].[Cl:51][CH2:52][Cl:53].[OH:1][N:2]=[C:3]([C:4](=[O:5])[OH:6])[c:7]1[n:8][c:9]([NH:12][C:13]([c:14]2[cH:15][cH:16][cH:17][cH:18][cH:19]2)([c:20]2[cH:21][cH:22][cH:23][cH:24][cH:25]2)[c:26]2[cH:27][cH:28][cH:29][cH:30][cH:31]2)[s:10][cH:11]1.[c:32]1([C:38](=[N+:39]=[N-:40])[c:41]2[cH:42][cH:43][cH:44][cH:45][cH:46]2)[cH:33][cH:34][cH:35][cH:36][cH:37]1>>[OH:1][N:2]=[C:3]([C:4](=[O:5])[O:6][CH:38]([c:32]1[cH:33][cH:34][cH:35][cH:36][cH:37]1)[c:41]1[cH:42][cH:43][cH:44][cH:45][cH:46]1)[c:7]1[n:8][c:9]([NH:12][C:13]([c:14]2[cH:15][cH:16][cH:17][cH:18][cH:19]2)([c:20]2[cH:21][cH:22][cH:23][cH:24][cH:25]2)[c:26]2[cH:27][cH:28][cH:29][cH:30][cH:31]2)[s:10][cH:11]1. The yield is 77.5%. Yields the product ClC=1C=2N(C(=NC1)OC)NC(N2)=S (8-Chloro-5-methoxy[1,2,4]triazolo[1,5-c]pyrimidine-2(3H)-thione). Run in CO (methanol), CO (methanol), O (water). Procedure: 8-Chloro-5-methoxy-1,2,4-triazolo[4,3-c]-pyrimidine-3(2H)-thione (0.215 g, 1.00 mmol) was mixed with 2.0 g of dry methanol and to this mixture was added, in increments with stirring at ambient temperature, 0.26 g (1.2 mmol) of commercial 25 percent sodium methoxide in methanol. After a 35-min reaction period, the mixture was acidified with aqueous hydrochloric acid and diluted with water. The precipitate that formed was recovered by filtration and dried to obtain 0.168 g of the title compound in... Starting materials: ClC=1C=2N(C(=NC1)OC)C(NN2)=S (8-Chloro-5-methoxy-1,2,4-triazolo[4,3-c]-pyrimidine-3(2H)-thione), C[O-].[Na+] (sodium methoxide), Cl (hydrochloric acid). RXN SMILES: [Cl:1][C:2]1[C:3]2[N:4]([C:10](=[S:13])[NH:11][N:12]=2)[C:5]([O:8][CH3:9])=[N:6][CH:7]=1.C[O-].[Na+].Cl>CO.O>[Cl:1][C:2]1[C:3]2[N:12]([NH:11][C:10](=[S:13])[N:4]=2)[C:5]([O:8][CH3:9])=[N:6][CH:7]=1 |f:1.2|. Starting materials: C(C)(C)(C)OC(=O)CNC(=O)C=1OC2=C(N1)C=C(C=C2)Cl (N-(t-Butoxycarbonylmethyl)-5-chloro-benzoxazole-2-carboxamide). Solvent: FC(C(=O)O)(F)F (trifluoroacetic acid). Yields the product C(=O)(O)CNC(=O)C=1OC2=C(N1)C=C(C=C2)Cl (N-(Carboxymethyl)-5-chlorobenzoxazole-2-carboxamide). Isolated yield 118.0%. RXN SMILES: C([O:5][C:6]([CH2:8][NH:9][C:10]([C:12]1[O:13][C:14]2[CH:20]=[CH:19][C:18]([Cl:21])=[CH:17][C:15]=2[N:16]=1)=[O:11])=[O:7])(C)(C)C>FC(F)(F)C(O)=O>[C:6]([CH2:8][NH:9][C:10]([C:12]1[O:13][C:14]2[CH:20]=[CH:19][C:18]([Cl:21])=[CH:17][C:15]=2[N:16]=1)=[O:11])([OH:7])=[O:5]. Procedure: Compound from Example 2 (3 g) in 10 ml of trifluoroacetic acid was kept at room temperature overnight. The solvent was removed and ether was added to give 2.9 g of product; mp 222°-224° (dec.).